Dataset: the Open Reaction Database (ORD), a public repository of structured organic reaction records. Task: describe an organic reaction: reactants, conditions, products, and yield The reactants are CN(C=1SC2=C(C1C(=O)C1=CC=C(C=C1)OCCN1CCCCC1)C=CC(=C2)OC)C ([2-dimethylamino-6-methoxybenzothien-3-yl][4-[2-(1-piperdinyl)ethoxy]phenyl]methanone), C1(=CC=CC2=CC=CC=C12)[Mg]Br (1-naphthylmagnesium bromide). Run in O1CCCC1 (THF), O1CCCC1 (tetrahydrofuran). Yields the product C1(=CC=CC2=CC=CC=C12)C=1SC2=C(C1C(=O)C1=CC=C(C=C1)OCCN1CCCCC1)C=CC(=C2)OC ([2-(1-Naphthyl)-6-methoxybenzothien-3-yl][4-[2-(1-piperdinyl)ethoxy]phenyl]methanone). The yield is 57.5%. Reaction SMILES: CN(C)[C:3]1[S:4][C:5]2[CH:28]=[C:27]([O:29][CH3:30])[CH:26]=[CH:25][C:6]=2[C:7]=1[C:8]([C:10]1[CH:15]=[CH:14][C:13]([O:16][CH2:17][CH2:18][N:19]2[CH2:24][CH2:23][CH2:22][CH2:21][CH2:20]2)=[CH:12][CH:11]=1)=[O:9].[C:32]1([Mg]Br)[C:41]2[C:36](=[CH:37][CH:38]=[CH:39][CH:40]=2)[CH:35]=[CH:34][CH:33]=1>O1CCCC1>[C:40]1([C:3]2[S:4][C:5]3[CH:28]=[C:27]([O:29][CH3:30])[CH:26]=[CH:25][C:6]=3[C:7]=2[C:8]([C:10]2[CH:11]=[CH:12][C:13]([O:16][CH2:17][CH2:18][N:19]3[CH2:24][CH2:23][CH2:22][CH2:21][CH2:20]3)=[CH:14][CH:15]=2)=[O:9])[C:41]2[C:36](=[CH:35][CH:34]=[CH:33][CH:32]=2)[CH:37]=[CH:38][CH:39]=1. Procedure: A solution of [2-dimethylamino-6-methoxybenzothien-3-yl][4-[2-(1-piperdinyl)ethoxy]phenyl]methanone (1.58 g, 3.6 mmol) (see U.S. Pat. No. 5,420,349) in tetrahydrofuran (THF, 12 mL) was cooled to 0° C. and treated with a 0.65M THF solution of 1-naphthylmagnesium bromide (20.0 mL, 13 mmol) (prepared from 1-bromonaphthalene, catalytic iodine, and magnesium turnings in THF). The mixture was allowed to warm to ambient temperature and when the starting material was consumed, the reaction was quenched ... Starting materials: O=c1cnc2cccc(Oc3cc(-c4ccc(C(F)(F)F)cc4)ncn3)c2[nH]1, CI, [K+], [K+], O=C([O-])[O-], CN(C)C=O, O. The product is Cn1c(=O)cnc2cccc(Oc3cc(-c4ccc(C(F)(F)F)cc4)ncn3)c21. RXN SMILES: [F:1][C:2]([c:3]1[cH:4][cH:5][c:6](-[c:9]2[cH:10][c:11]([O:15][c:16]3[cH:17][cH:18][cH:19][c:20]4[n:21][cH:22][c:23](=[O:26])[nH:24][c:25]34)[n:12][cH:13][n:14]2)[cH:7][cH:8]1)([F:27])[F:28].[I:35][CH3:36].[K+:29].[K+:30].[O-:31][C:32]([O-:33])=[O:34].[O:37]=[CH:38][N:39]([CH3:40])[CH3:41].[OH2:42]>>[F:1][C:2]([c:3]1[cH:4][cH:5][c:6](-[c:9]2[cH:10][c:11]([O:15][c:16]3[cH:17][cH:18][cH:19][c:20]4[n:21][cH:22][c:23](=[O:26])[n:24]([CH3:32])[c:25]34)[n:12][cH:13][n:14]2)[cH:7][cH:8]1)([F:27])[F:28].